From a dataset of the Open Reaction Database (ORD), a public repository of structured organic reaction records. describe an organic reaction: reactants, conditions, products, and yield Reactants: [O-]P(=O)([O-])[O-].[K+].[K+].[K+] (K3PO4), NC(=O)C=1C=C(C=CC1)B(O)O (3-(aminocarbonyl)phenyl boronic acid), FC(S(=O)(=O)OC=1C=C2CCN(CC2=CC1)C(=O)OC(C)(C)C)(F)F (1,1-dimethylethyl 6-{[(trifluoromethyl)sulfonyl]oxy}-3,4-dihydro-2(1H)-isoquinoline carboxylate), N#N (N2). Reagents/catalysts: C=1C=CC(=CC1)[P](C=2C=CC=CC2)(C=3C=CC=CC3)[Pd]([P](C=4C=CC=CC4)(C=5C=CC=CC5)C=6C=CC=CC6)([P](C=7C=CC=CC7)(C=8C=CC=CC8)C=9C=CC=CC9)[P](C=1C=CC=CC1)(C=1C=CC=CC1)C=1C=CC=CC1 (Pd(PPh3)4). Solvent: O (water), CN(C)C=O (DMF). Conditions: temperature 100 celsius, time 2 hour. The product is NC(=O)C=1C=C(C=CC1)C=1C=C2CCN(CC2=CC1)C(=O)OC(C)(C)C (1,1-dimethylethyl 6-[3-(aminocarbonyl)phenyl]-3,4-dihydro-2(1H)-isoquinolinecarboxylate). Reaction SMILES: [NH2:1][C:2]([C:4]1[CH:5]=[C:6](B(O)O)[CH:7]=[CH:8][CH:9]=1)=[O:3].FC(F)(F)S(O[C:19]1[CH:20]=[C:21]2[C:26](=[CH:27][CH:28]=1)[CH2:25][N:24]([C:29]([O:31][C:32]([CH3:35])([CH3:34])[CH3:33])=[O:30])[CH2:23][CH2:22]2)(=O)=O.N#N.[O-]P([O-])([O-])=O.[K+].[K+].[K+]>CN(C=O)C.C1C=CC([P]([Pd]([P](C2C=CC=CC=2)(C2C=CC=CC=2)C2C=CC=CC=2)([P](C2C=CC=CC=2)(C2C=CC=CC=2)C2C=CC=CC=2)[P](C2C=CC=CC=2)(C2C=CC=CC=2)C2C=CC=CC=2)(C2C=CC=CC=2)C2C=CC=CC=2)=CC=1.O>[NH2:1][C:2]([C:4]1[CH:5]=[C:6]([C:19]2[CH:20]=[C:21]3[C:26](=[CH:27][CH:28]=2)[CH2:25][N:24]([C:29]([O:31][C:32]([CH3:35])([CH3:34])[CH3:33])=[O:30])[CH2:23][CH2:22]3)[CH:7]=[CH:8][CH:9]=1)=[O:3] |f:3.4.5.6,^1:56,58,77,96|. Reported procedure: A solution of 3-(aminocarbonyl)phenyl boronic acid (0.663 g; 4.0 mmol), 1,1-dimethylethyl 6-{[(trifluoromethyl)sulfonyl]oxy}-3,4-dihydro-2(1H)-isoquinoline carboxylate (1.28 g; 3.35 mmol; Ex V-16) in DMF (10 mL) was sparged with N2 for 10 min, K3PO4 (1.7 g; 8.0 mmol) and Pd(PPh3)4 (0.193 g; 0.17 mmol) were added and the mixture was stirred at 100° C. for 2 h. Upon cooling, the mixture was poured into water and extracted with EtOAc (×3). Combined organics were washed (H2O, brine), and dried over ... Reactants: C(#N)N=C(OC)C1=NC=CC=C1 (Methyl N-cyano-2-pyridinecarboximidate), FC(C1=CC=C(CN)C=C1)(F)F (4-(trifluoromethyl)benzylamine). Solvent: CO (methanol). Reaction conditions: time 30 minute. The product is C(#N)NC(=NCC1=CC=C(C=C1)C(F)(F)F)C1=NC=CC=C1 (N-cyano-N'-[4-(trifluoromethyl)benzyl]-2-pyridinecarboximidamide). Isolated yield 78.9%. As a reaction SMILES: [C:1]([N:3]=[C:4]([C:7]1[CH:12]=[CH:11][CH:10]=[CH:9][N:8]=1)OC)#[N:2].[F:13][C:14]([F:24])([F:23])[C:15]1[CH:22]=[CH:21][C:18]([CH2:19][NH2:20])=[CH:17][CH:16]=1>CO>[C:1]([NH:3][C:4]([C:7]1[CH:12]=[CH:11][CH:10]=[CH:9][N:8]=1)=[N:20][CH2:19][C:18]1[CH:17]=[CH:16][C:15]([C:14]([F:13])([F:23])[F:24])=[CH:22][CH:21]=1)#[N:2]. Procedure: Methyl N-cyano-2-pyridinecarboximidate (0.36 g, 1.9 mmol) was dissolved in methanol (10 ml), 4-(trifluoromethyl)benzylamine (0.36 g, 2.1 mmol) was added, and the resulting mixture was stirred at room temperature for 30 minutes. After the reaction was completed, the reaction solution was concentrated under reduced pressure, and the residue thus obtained was crystallized from diethyl ether to give the title compound (0.47 g, 1.5 mmol, yield: 84%) as colorless crystals. The reactants are C(N)(OCCCCCC)=O (n-hexyl carbamate). The reagents and catalysts are CN(C1=CC=NC=C1)C (p-dimethylaminopyridine). Product: C(OCCCCCC)(OCCCCCC)=O (di-n-hexyl carbonate). Isolated yield 98.0%. RXN SMILES: [C:1](=[O:10])([O:3][CH2:4][CH2:5][CH2:6][CH2:7][CH2:8][CH3:9])N>CN(C)C1C=CN=CC=1>[C:1](=[O:10])([O:3][CH2:4][CH2:5][CH2:6][CH2:7][CH2:8][CH3:9])[O:3][CH2:4][CH2:5][CH2:6][CH2:7][CH2:8][CH3:9]. Reported procedure: The procedure described in Example 1 is followed, but additionally 5 parts of p-dimethylaminopyridine are introduced into the reaction mixture. Analysis by gas chromatography shows that over the same period 44.8% of n-hexyl carbamate have been converted and 101 parts of di-n-hexyl carbonate (98.0% of theory, based on converted n-hexyl carbamate) are formed; the product is isolated by subsequent fractional distillation at 121°-23° C./4 mbar. The reactants are CCCCCC (hexane), C1=CC=CC=2C1=C1NC3=CC=CC=C3C1=CC2 (11H-benzo[a]carbazole). Yields the product CN1C2=CC=CC=C2C2=CC=C3C(=C12)C=CC=C3 (11-methyl-11H-benzo[a]carbazole). The yield is 97.3%. As a reaction SMILES: [CH:1]1[C:6]2=[C:7]3[C:15](=[CH:16][CH:17]=[C:5]2[CH:4]=[CH:3][CH:2]=1)[C:14]1[C:9](=[CH:10][CH:11]=[CH:12][CH:13]=1)[NH:8]3.[CH3:18]CCCCC>>[CH3:18][N:8]1[C:7]2[C:15](=[CH:16][CH:17]=[C:5]3[CH:4]=[CH:3][CH:2]=[CH:1][C:6]3=2)[C:14]2[C:9]1=[CH:10][CH:11]=[CH:12][CH:13]=2. Reported procedure: Using the procedure outlined in Example 34A, 11H-benzo[a]carbazole (Cambridge Chemicals, Inc.) gave a 97.3% yield of 11-methyl-11H-benzo[a]carbazole, mp 167°-169°, (hexane), (C,H,N).